Dataset: the Open Reaction Database (ORD), a public repository of structured organic reaction records. Task: describe an organic reaction: reactants, conditions, products, and yield Reaction conditions: temperature 60 celsius, time 12 hour. Product: NC1=C(C=C(C=C1C)C=1C=CC(N(N1)C)=O)C (6-(4-Amino-3,5-dimethylphenyl)-2-methylpyridazin-3(2H)-one). Reported procedure: The title compound is prepared from 6-chloro-2-methylpyridazin-3(2H)-one and 2,6-dimethyl-4-(4,4,5,5-tetramethyl-1,3,2-dioxaborolan-2-yl)aniline following a procedure analogous to that described in Step 2 of Intermediate 62. The mixture is stirred for 12 hours at 60° C. LC (method 9): tR=0.78 min; Mass spectrum (ESI+): m/z=230 [M+H]+. The reactants are ClC=1C=CC(N(N1)C)=O (6-chloro-2-methylpyridazin-3(2H)-one), CC1=C(N)C(=CC(=C1)B1OC(C(O1)(C)C)(C)C)C (2,6-dimethyl-4-(4,4,5,5-tetramethyl-1,3,2-dioxaborolan-2-yl)aniline), Intermediate 62. RXN SMILES: Cl[C:2]1[CH:3]=[CH:4][C:5](=[O:9])[N:6]([CH3:8])[N:7]=1.[CH3:10][C:11]1[CH:17]=[C:16](B2OC(C)(C)C(C)(C)O2)[CH:15]=[C:14]([CH3:27])[C:12]=1[NH2:13]>>[NH2:13][C:12]1[C:14]([CH3:27])=[CH:15][C:16]([C:2]2[CH:3]=[CH:4][C:5](=[O:9])[N:6]([CH3:8])[N:7]=2)=[CH:17][C:11]=1[CH3:10]. Starting materials: FC1=C(C=C(C=C1)I)C(F)(F)F (1-fluoro-4-iodo-2-trifluoromethylbenzene), C(#C)C=1C=NC=C(C1)OC (3-ethynyl-5-methoxypyridine). The reagents and catalysts are C1([P]([Pd][P](C2=CC=CC=C2)(C3=CC=CC=C3)C4=CC=CC=C4)(C5=CC=CC=C5)C6=CC=CC=C6)=CC=CC=C1 (bis(triphenylphosphine)palladium), [Cu]I (copper (I) iodide). Run in C(C)N(CC)CC (triethylamine). Run at temperature 70 celsius. Yields the product FC1=C(C=C(C=C1)C#CC=1C=NC=C(C1)OC)C(F)(F)F (3-(4-Fluoro-3-trifluoromethylphenylethynyl)-5-methoxypyridine). The yield is 99.2%. RXN SMILES: [F:1][C:2]1[CH:7]=[CH:6][C:5](I)=[CH:4][C:3]=1[C:9]([F:12])([F:11])[F:10].[C:13]([C:15]1[CH:16]=[N:17][CH:18]=[C:19]([O:21][CH3:22])[CH:20]=1)#[CH:14]>C(N(CC)CC)C.C1(C=CC=CC=1)[P](C1C=CC=CC=1)(C1C=CC=CC=1)[Pd][P](C1C=CC=CC=1)(C1C=CC=CC=1)C1C=CC=CC=1.[Cu]I>[F:1][C:2]1[CH:7]=[CH:6][C:5]([C:14]#[C:13][C:15]2[CH:16]=[N:17][CH:18]=[C:19]([O:21][CH3:22])[CH:20]=2)=[CH:4][C:3]=1[C:9]([F:12])([F:11])[F:10] |^1:35,49|. Procedure details: Dissolve 1-fluoro-4-iodo-2-trifluoromethylbenzene (813 mg, 2.8 mmol) in triethylamine (6 mL). Add 3-ethynyl-5-methoxypyridine, (prepared as described in PREPARATION 10), (400 mg, 3.0 mmol) followed by bis(triphenylphosphine)palladium (II) dichloride (0.100 g, 0.14 mmol) and copper (I) iodide (53 mg, 0.28 mmol). Heat at 70° C. for 16 h, concentrate, and purify using silica gel chromatography, eluting with 100:0 to 90:10 methylene chloride:ethyl acetate, to give the title compound as a pale yellow... Starting materials: ClC1=CC(=CC=C1)C(=O)OO (metachloroperbenzoic acid), CSC1=CC=C(C=C1)NCCCNCCCNC1=CC=C(C=C1)SC (1,9-bis[4-methylmercaptophenyl]-1,5,9-triazanonane), [OH-].[Ca+2].[OH-] (calcium hydroxide). The solvent is C(Cl)(Cl)Cl (chloroform). Product: Cl.Cl.Cl.SC1=CC=C(C=C1)NCCCNCCCNC1=CC=C(C=C1)S (1,9-Bis[4-mercaptophenyl]-1,5,9-triazanonane, trihydrochloride). RXN SMILES: C[S:2][C:3]1[CH:8]=[CH:7][C:6]([NH:9][CH2:10][CH2:11][CH2:12][NH:13][CH2:14][CH2:15][CH2:16][NH:17][C:18]2[CH:23]=[CH:22][C:21]([S:24]C)=[CH:20][CH:19]=2)=[CH:5][CH:4]=1.[Cl:26]C1C=CC=C(C(OO)=O)C=1.[OH-].[Ca+2].[OH-]>C(Cl)(Cl)Cl>[ClH:26].[ClH:26].[ClH:26].[SH:2][C:3]1[CH:4]=[CH:5][C:6]([NH:9][CH2:10][CH2:11][CH2:12][NH:13][CH2:14][CH2:15][CH2:16][NH:17][C:18]2[CH:19]=[CH:20][C:21]([SH:24])=[CH:22][CH:23]=2)=[CH:7][CH:8]=1 |f:2.3.4,6.7.8.9|. Procedure details: Dissolve 1,9-bis[4-methylmercaptophenyl]-1,5,9-triazanonane (1.88 g, 5 mmol) in chloroform (20 mL) and treat with metachloroperbenzoic acid (863 mg, 5 mmol). Add calcium hydroxide (556 mg, 7.5 mmol) and stir for 15 minutes. Filter and evaporate the solvent in vacuo. Dissolve the residue in trifluoroacetic anhydride (10 mL) and heat at reflux for 30 minutes. Evaporate the volatiles in vacuo and dissolve the residue in a mixture of methanol-triethylamine (1:1, 100 mL) and evaporate the solvent in ... Reactants: C1CCOC1, CC(=O)OC(C)=O, Nc1cnc(NCCNc2ccc([N+](=O)[O-])c(N)n2)nc1-c1ccc(Cl)cc1Cl. The product is CC(=O)Nc1cnc(NCCNc2ccc([N+](=O)[O-])c(N)n2)nc1-c1ccc(Cl)cc1Cl. RXN SMILES: [CH2:37]1[O:38][CH2:39][CH2:40][CH2:41]1.[CH3:30][C:31](=[O:32])[O:33][C:34](=[O:35])[CH3:36].[NH2:1][c:2]1[c:3](-[c:22]2[c:23]([Cl:29])[cH:24][c:25]([Cl:28])[cH:26][cH:27]2)[n:4][c:5]([NH:8][CH2:9][CH2:10][NH:11][c:12]2[n:13][c:14]([NH2:21])[c:15]([N+:18](=[O:19])[O-:20])[cH:16][cH:17]2)[n:6][cH:7]1>>[NH:1]([c:2]1[c:3](-[c:22]2[c:23]([Cl:29])[cH:24][c:25]([Cl:28])[cH:26][cH:27]2)[n:4][c:5]([NH:8][CH2:9][CH2:10][NH:11][c:12]2[n:13][c:14]([NH2:21])[c:15]([N+:18](=[O:19])[O-:20])[cH:16][cH:17]2)[n:6][cH:7]1)[C:31]([CH3:30])=[O:32]. Starting materials: IC1=NC=NC(=C1N)OC1=CC=CC=C1 (4-Iodo-6-phenoxypyrimidin-5-amine), C(C=CC#C)O (2-penten-4-yn-1-ol). Reagents/catalysts: Cl[Pd]([P](C1=CC=CC=C1)(C2=CC=CC=C2)C3=CC=CC=C3)([P](C4=CC=CC=C4)(C5=CC=CC=C5)C6=CC=CC=C6)Cl (trans-dichlorobis(triphenylphosphine)palladium(II)), [Cu]I (copper(I) iodide). Run in C(C)#N (acetonitrile), C(C)N(CC)CC (triethylamine). Yields the product NC=1C(=NC=NC1OC1=CC=CC=C1)C#C/C=C/CO ((2E)-5-(5-amino-6-phenoxypyrimidin-4-yl)-2-penten-4-yn-1-ol). Yield: 59.9%. As a reaction SMILES: I[C:2]1[C:7]([NH2:8])=[C:6]([O:9][C:10]2[CH:15]=[CH:14][CH:13]=[CH:12][CH:11]=2)[N:5]=[CH:4][N:3]=1.[CH2:16]([OH:21])[CH:17]=[CH:18][C:19]#[CH:20]>C(#N)C.C(N(CC)CC)C.Cl[Pd](Cl)([P](C1C=CC=CC=1)(C1C=CC=CC=1)C1C=CC=CC=1)[P](C1C=CC=CC=1)(C1C=CC=CC=1)C1C=CC=CC=1.[Cu]I>[NH2:8][C:7]1[C:2]([C:20]#[C:19]/[CH:18]=[CH:17]/[CH2:16][OH:21])=[N:3][CH:4]=[N:5][C:6]=1[O:9][C:10]1[CH:15]=[CH:14][CH:13]=[CH:12][CH:11]=1 |^1:34,53|. Procedure: 4-Iodo-6-phenoxypyrimidin-5-amine (3.5 g) was dissolved in a mixed solvent of acetonitrile (185 mL)/triethylamine (136 mL), and 2-penten-4-yn-1-ol (1.1 g), trans-dichlorobis(triphenylphosphine)palladium(II) (392 mg) and copper(I) iodide (127 mg) were sequentially added. The title compound (1.79 g) was obtained as a powder by the reaction in the same manner as in Example 9 (iv). The reactants are O=C1CCC(=O)N1Br, CN(C)C=O, O, O=c1ccc(-c2ccccn2)cn1-c1ccccc1. Product: O=c1c(Br)cc(-c2ccccn2)cn1-c1ccccc1. As a reaction SMILES: [Br:20][N:21]1[C:22](=[O:23])[CH2:24][CH2:25][C:26]1=[O:27].[CH3:28][N:29]([CH3:30])[CH:31]=[O:32].[OH2:33].[c:1]1(-[n:7]2[c:8](=[O:19])[cH:9][cH:10][c:11](-[c:13]3[n:14][cH:15][cH:16][cH:17][cH:18]3)[cH:12]2)[cH:2][cH:3][cH:4][cH:5][cH:6]1>>[c:1]1(-[n:7]2[c:8](=[O:19])[c:9]([Br:20])[cH:10][c:11](-[c:13]3[n:14][cH:15][cH:16][cH:17][cH:18]3)[cH:12]2)[cH:2][cH:3][cH:4][cH:5][cH:6]1. The reactants are C(C)(C)(C)OC(=O)N[C@H]1[C@@H](CCCC1)OCC1=CC=CC=C1 ((1R,2R)-N-tert-butoxycarbonyl-2-benzyloxycyclohexylamine). The reagents and catalysts are [Pd] (palladium on carbon). Solvent: CO (methanol). Conditions: time 48 hour. Yields the product C(C)(C)(C)OC(=O)N[C@H]1[C@@H](CCCC1)O ((1R, 2R)-N-tert-Butoxycarbonyl-2-hydroxycyclohexylamine). Isolated yield 94.6%. As a reaction SMILES: [C:1]([O:5][C:6]([NH:8][C@@H:9]1[CH2:14][CH2:13][CH2:12][CH2:11][C@H:10]1[O:15]CC1C=CC=CC=1)=[O:7])([CH3:4])([CH3:3])[CH3:2]>CO.[Pd]>[C:1]([O:5][C:6]([NH:8][C@@H:9]1[CH2:14][CH2:13][CH2:12][CH2:11][C@H:10]1[OH:15])=[O:7])([CH3:4])([CH3:2])[CH3:3]. Reported procedure: A solution of 3.0 g of (1R,2R)-N-tert-butoxycarbonyl-2-benzyloxycyclohexylamine in 100 mL of methanol was combined with 300 mg of 5% palladium on carbon, and hydrogenated at room temperature under atmospheric pressure. After 48 hours, palladium on carbon was filtered off, and the filtrate was concentrated. The residue was subjected to chromatography on silica gel (n-hexane:ethyl acetate 2:1) to obtain 2.0 g of the desirable compound.